The task is: describe an organic reaction: reactants, conditions, products, and yield. This data is from the Open Reaction Database (ORD), a public repository of structured organic reaction records. Starting materials: NC=1NC(C2=C(N1)N(C(S2)=O)[C@H]2[C@@H](OCC1=CC=CC=C1)[C@H](OCC1=CC=CC=C1)[C@H](O2)COCC2=CC=CC=C2)=O (5-Amino-3-(2,3,5-tri-O-benzyl-β-D-arabinofuranosyl)thiazolo[4,5-d]pyrimidine-2,7(3H,6H)-dione), B(Cl)(Cl)Cl (boron trichloride). Run in ClCCl (dichloromethane). Run at temperature -40 celsius. The product is NC=1NC(C2=C(N1)N(C(S2)=O)[C@H]2[C@@H](O)[C@H](O)[C@H](O2)CO)=O (5-Amino-3-(β-D-arabinofuranosyl)thiazolo[4,5-d]pyrimidine-2,7(3H,6H)-dione). Reaction SMILES: [NH2:1][C:2]1[NH:3][C:4](=[O:42])[C:5]2[S:10][C:9](=[O:11])[N:8]([C@@H:12]3[O:32][C@H:31]([CH2:33][O:34]CC4C=CC=CC=4)[C@@H:22]([O:23]CC4C=CC=CC=4)[C@@H:13]3[O:14]CC3C=CC=CC=3)[C:6]=2[N:7]=1.B(Cl)(Cl)Cl>ClCCl>[NH2:1][C:2]1[NH:3][C:4](=[O:42])[C:5]2[S:10][C:9](=[O:11])[N:8]([C@@H:12]3[O:32][C@H:31]([CH2:33][OH:34])[C@@H:22]([OH:23])[C@@H:13]3[OH:14])[C:6]=2[N:7]=1. Reported procedure: Compound 39 is dissolved in dry dichloromethane and deprotected using an excess of boron trichloride (1M in dichloromethane) at -78° C. and allowed to warm to -40° C. for 2 hours before quenching with methanol. The residue after workup is crystallized from water to yield 40 as a colorless crystalline solid.